From a dataset of the Open Reaction Database (ORD), a public repository of structured organic reaction records. describe an organic reaction: reactants, conditions, products, and yield The reactants are O.C1(=CC=C(C=C1)S(=O)(=O)O)C (p-toluenesulfonic acid monohydrate), N1=CC=CC=C1 (pyridine). Product: C1(=CC=C(C=C1)S(=O)(=O)[O-])C.[NH+]1=CC=CC=C1 (pyridinium p-toluenesulfonate). RXN SMILES: O.[C:2]1([CH3:12])[CH:7]=[CH:6][C:5]([S:8]([OH:11])(=[O:10])=[O:9])=[CH:4][CH:3]=1.[N:13]1[CH:18]=[CH:17][CH:16]=[CH:15][CH:14]=1>>[C:2]1([CH3:12])[CH:3]=[CH:4][C:5]([S:8]([O-:11])(=[O:9])=[O:10])=[CH:6][CH:7]=1.[NH+:13]1[CH:18]=[CH:17][CH:16]=[CH:15][CH:14]=1 |f:0.1,3.4|. Reported procedure: The pyridinium p-toluenesulfonate was prepared by swirling 17.1 g (90 mmoles) of p-toluenesulfonic acid monohydrate with 36 ml (450 mmoles) of pyridine at ambient temperature in a 100-ml round-bottomed flask for 20 minutes. Excess pyridine was removed in a rotary evaporator. White crystals formed which were dried in a vacuum oven overnight at 80°. The yield was 21 g (84%), m.p. 120°. Starting materials: CSC=1N=C(C2=C(N1)C=C(S2)CN2CCOCC2)N2CCOCC2 (2-methylsulfanyl-4-morpholin-4-yl-6-morpholin-4-ylmethyl-thieno[3,2-d]pyrimidine), C1(=CC=CC=C1)S(=O)(=O)N1C=CC=2C1=CN=CC2[Sn](CCCC)(CCCC)CCCC (1-benzenesulfonyl-4-(tributylstannanyl)-1H-pyrrolo[2,3-c]pyridine). Reagents/catalysts: C=1C=CC(=CC1)[P](C=2C=CC=CC2)(C=3C=CC=CC3)[Pd]([P](C=4C=CC=CC4)(C=5C=CC=CC5)C=6C=CC=CC6)([P](C=7C=CC=CC7)(C=8C=CC=CC8)C=9C=CC=CC9)[P](C=1C=CC=CC1)(C=1C=CC=CC1)C=1C=CC=CC1 (Pd(PPh3)4). Run in COCCOC (DME). Run at temperature 100 celsius. Yields the product C1(=CC=CC=C1)S(=O)(=O)N1C=CC=2C1=CN=CC2C=2N=C(C1=C(N2)C=C(S1)CN1CCOCC1)N1CCOCC1 (2-(1-benzenesulfonyl-1H-pyrrolo[2,3-c]pyridin-4-yl)-4-morpholin-4-yl-6-morpholin-4-ylmethyl-thieno[3,2-d]pyrimidine). Isolated yield 53.6%. RXN SMILES: CS[C:3]1[N:4]=[C:5]([N:19]2[CH2:24][CH2:23][O:22][CH2:21][CH2:20]2)[C:6]2[S:11][C:10]([CH2:12][N:13]3[CH2:18][CH2:17][O:16][CH2:15][CH2:14]3)=[CH:9][C:7]=2[N:8]=1.[C:25]1([S:31]([N:34]2[C:38]3=[CH:39][N:40]=[CH:41][C:42]([Sn](CCCC)(CCCC)CCCC)=[C:37]3[CH:36]=[CH:35]2)(=[O:33])=[O:32])[CH:30]=[CH:29][CH:28]=[CH:27][CH:26]=1>COCCOC.C1C=CC([P]([Pd]([P](C2C=CC=CC=2)(C2C=CC=CC=2)C2C=CC=CC=2)([P](C2C=CC=CC=2)(C2C=CC=CC=2)C2C=CC=CC=2)[P](C2C=CC=CC=2)(C2C=CC=CC=2)C2C=CC=CC=2)(C2C=CC=CC=2)C2C=CC=CC=2)=CC=1>[C:25]1([S:31]([N:34]2[C:38]3=[CH:39][N:40]=[CH:41][C:42]([C:3]4[N:4]=[C:5]([N:19]5[CH2:20][CH2:21][O:22][CH2:23][CH2:24]5)[C:6]5[S:11][C:10]([CH2:12][N:13]6[CH2:18][CH2:17][O:16][CH2:15][CH2:14]6)=[CH:9][C:7]=5[N:8]=4)=[C:37]3[CH:36]=[CH:35]2)(=[O:33])=[O:32])[CH:30]=[CH:29][CH:28]=[CH:27][CH:26]=1 |^1:65,67,86,105|. Reported procedure: A solution of 2-methylsulfanyl-4-morpholin-4-yl-6-morpholin-4-ylmethyl-thieno[3,2-d]pyrimidine (40 mg, 0.11 mmol) and 1-benzenesulfonyl-4-(tributylstannanyl)-1H-pyrrolo[2,3-c]pyridine (129 mg, 0.24 mmol) in DME (2 mL) was treated with copper(I)bromide-dimethyl sulfide complex (50 mg, 2.43 mmol) in a sealed tube and the solution was degassed with argon for 5 min. Pd(PPh3)4 (19 mg, 0.016 mmol) was added and the reaction mixture heated at 100° C. for 3 hours. The mixture was filtered through celite... Run in C(C)O (ethanol). As a reaction SMILES: [C:1]([O:5][C:6]([CH:8]([C@@H:18]([CH:22]([CH3:24])[CH3:23])[C:19]([OH:21])=[O:20])[CH2:9]/[CH:10]=[CH:11]/[C:12]1[CH:17]=[CH:16][CH:15]=[CH:14][CH:13]=1)=[O:7])([CH3:4])([CH3:3])[CH3:2].[H][H]>C(O)C.[Pd]>[C:1]([O:5][C:6]([CH:8]([C@@H:18]([CH:22]([CH3:24])[CH3:23])[C:19]([OH:21])=[O:20])[CH2:9][CH2:10][CH2:11][C:12]1[CH:13]=[CH:14][CH:15]=[CH:16][CH:17]=1)=[O:7])([CH3:3])([CH3:4])[CH3:2]. Reagents/catalysts: [Pd] (palladium on charcoal). Reported procedure: A solution of (E)-2(R)-[1-(RS)-(tert-butoxycarbonyl)-4-phenyl-3-butenyl]-3-methylbutyric acid in ethanol was shaken in a hydrogen atmosphere in the presence of 10% palladium on charcoal catalyst until the uptake of hydrogen had stopped. The catalyst was filtered off and the solvent was evaporated to give 2(R)-[1(RS)-(tert.-butoxycarbonyl)-4-phenylbutyl]-3-methylbutyric acid in the form of a pale yellow oil. Reactants: C(C)(C)(C)OC(=O)C(C\C=C\C1=CC=CC=C1)[C@H](C(=O)O)C(C)C ((E)-2(R)-[1-(RS)-(tert-butoxycarbonyl)-4-phenyl-3-butenyl]-3-methylbutyric acid), [H][H] (hydrogen), [H][H] (hydrogen). Yields the product C(C)(C)(C)OC(=O)C(CCCC1=CC=CC=C1)[C@H](C(=O)O)C(C)C (2(R)-[1(RS)-(tert.-butoxycarbonyl)-4-phenylbutyl]-3-methylbutyric acid). Reactants: O=c1ccn(C2OC(CO)C(O)C2F)c(=O)[nH]1, [K+], [K+], [K+], [K+], [N-]=[N+]=[N-], CNc1nc(N)nc2nc[nH]c12, O=P([O-])([O-])[O-]. RXN SMILES: [F:13][CH:14]1[CH:15]([n:22]2[cH:23][cH:24][c:25](=[O:26])[nH:27][c:28]2=[O:29])[O:16][CH:17]([CH2:20][OH:21])[CH:18]1[OH:19].[K+:33].[K+:39].[K+:40].[K+:41].[N-:30]=[N+:31]=[N-:32].[NH2:1][c:2]1[n:3][c:4]([NH:11][CH3:12])[c:5]2[nH:6][cH:7][n:8][c:9]2[n:10]1.[P:34]([O-:35])([O-:36])([O-:37])=[O:38]>>[NH2:1][c:2]1[n:3][c:4]([NH:11][CH3:12])[c:5]2[n:6][cH:7][n:8]([CH:15]3[CH:14]([F:13])[CH:18]([OH:19])[CH:17]([CH2:20][OH:21])[O:16]3)[c:9]2[n:10]1. Product: CNc1nc(N)nc2c1ncn2C1OC(CO)C(O)C1F. Starting materials: CCCCCCN=C=O, Nc1n[nH]c2ncnc(Nc3cccc(Cl)c3)c12, C1COCCO1. Product: CCCCCCNC(=O)Nc1n[nH]c2ncnc(Nc3cccc(Cl)c3)c12. Reaction SMILES: [CH2:19]([CH2:20][CH2:21][CH2:22][CH2:23][CH3:24])[N:25]=[C:26]=[O:27].[NH2:1][c:2]1[n:3][nH:4][c:5]2[n:6][cH:7][n:8][c:9]([NH:11][c:12]3[cH:13][c:14]([Cl:18])[cH:15][cH:16][cH:17]3)[c:10]12.[O:28]1[CH2:29][CH2:30][O:31][CH2:32][CH2:33]1>>[NH:1]([c:2]1[n:3][nH:4][c:5]2[n:6][cH:7][n:8][c:9]([NH:11][c:12]3[cH:13][c:14]([Cl:18])[cH:15][cH:16][cH:17]3)[c:10]12)[C:26]([NH:25][CH2:19][CH2:20][CH2:21][CH2:22][CH2:23][CH3:24])=[O:27]. Starting materials: COC=1C=CC2=C(C(=C(O2)C(=O)O)OCC2=CC=CC=C2)C1 (5-methoxy-3-(phenylmethoxy)-2-benzofurancarboxylic acid), C(=O)(N1C=NC=C1)N1C=NC=C1 (1,1'-carbonyldiimidazole), [OH-].[NH4+] (ammonium hydroxide). Solvent: C(C)(=O)OCC (ethyl acetate), O1CCCC1 (tetrahydrofuran). Conditions: time 1 hour. The product is COC=1C=CC2=C(C(=C(O2)C(=O)N)OCC2=CC=CC=C2)C1 (5-methoxy-3-(phenylmethoxy)-2-benzofurancarboxamide). The yield is 47.0%. Reaction SMILES: [CH3:1][O:2][C:3]1[CH:4]=[CH:5][C:6]2[O:10][C:9]([C:11](O)=[O:12])=[C:8]([O:14][CH2:15][C:16]3[CH:21]=[CH:20][CH:19]=[CH:18][CH:17]=3)[C:7]=2[CH:22]=1.C(N1C=CN=C1)([N:25]1C=CN=C1)=O.[OH-].[NH4+]>O1CCCC1.C(OCC)(=O)C>[CH3:1][O:2][C:3]1[CH:4]=[CH:5][C:6]2[O:10][C:9]([C:11]([NH2:25])=[O:12])=[C:8]([O:14][CH2:15][C:16]3[CH:21]=[CH:20][CH:19]=[CH:18][CH:17]=3)[C:7]=2[CH:22]=1 |f:2.3|. Reported procedure: A suspension of 5-methoxy-3-(phenylmethoxy)-2-benzofurancarboxylic acid (157 mg, 0.50 mmol) and 1,1'-carbonyldiimidazole (96 mg, 0.59 mmol) in 15 mL of tetrahydrofuran is heated at reflux for 1.5 hours. The reaction solution is cooled to room temperature, aqueous ammonium hydroxide (1 mL) is added and the reaction mixture is stirred at room temperature for 1 hour. The reaction is diluted with ethyl acetate and washed with brine. The organic phase is dried over magnesium sulfate, filtered, and co... The reactants are COC1=CC=C2N=CC(NC2=C1)=O (7-methoxy-2(1H)-quinoxalinone), C(C)(C)(C)OC(=O)N1CC(C1)COS(=O)(=O)C (3-[[(methylsulfonyl)oxy]methyl]-1-azetidinecarboxylic acid tert-butyl ester). Product: C(C)(C)(C)OC(=O)N1CC(C1)CN1C(C=NC2=CC=C(C=C12)OC)=O (3-(7-methoxy-2-oxo-2H-quinoxalin-1-ylmethyl)-azetidine-1-carboxylic acid tert-butyl ester). The yield is 35.7%. Reaction SMILES: [CH3:1][O:2][C:3]1[CH:12]=[C:11]2[C:6]([N:7]=[CH:8][C:9](=[O:13])[NH:10]2)=[CH:5][CH:4]=1.[C:14]([O:18][C:19]([N:21]1[CH2:24][CH:23]([CH2:25]OS(C)(=O)=O)[CH2:22]1)=[O:20])([CH3:17])([CH3:16])[CH3:15]>>[C:14]([O:18][C:19]([N:21]1[CH2:24][CH:23]([CH2:25][N:10]2[C:11]3[C:6](=[CH:5][CH:4]=[C:3]([O:2][CH3:1])[CH:12]=3)[N:7]=[CH:8][C:9]2=[O:13])[CH2:22]1)=[O:20])([CH3:17])([CH3:15])[CH3:16]. Reported procedure: Using the procedure of Example 2, step 2.i, but starting from 7-methoxy-2(1H)-quinoxalinone (1.00 g; prepared according to WO 2006/134378) and 3-[[(methylsulfonyl)oxy]methyl]-1-azetidinecarboxylic acid tert-butyl ester (1.65 g; prepared according to WO 02/066470), the second eluting compound was isolated as a yellow oil (700 mg, 35% yield). Reactants: OCCc1ccc(Br)cc1, C1CCOC1, [H-], [Na+], O, CC(C)S(=O)(=O)c1ccc(NC(=O)Oc2ccccc2)cc1CN(C)C(=O)OC(C)(C)C. Product: CC(C)S(=O)(=O)c1ccc(NC(=O)OCCc2ccc(Br)cc2)cc1CN(C)C(=O)OC(C)(C)C. As a reaction SMILES: [Br:3][c:4]1[cH:5][cH:6][c:7]([CH2:8][CH2:9][OH:10])[cH:11][cH:12]1.[CH2:45]1[O:46][CH2:47][CH2:48][CH2:49]1.[H-:1].[Na+:2].[OH2:50].[c:13]1([O:19][C:20](=[O:14])[NH:21][c:22]2[cH:23][c:24]([CH2:34][N:35]([CH3:36])[C:37](=[O:38])[O:39][C:40]([CH3:41])([CH3:42])[CH3:43])[c:25]([S:28](=[O:29])(=[O:30])[CH:31]([CH3:32])[CH3:33])[cH:26][cH:27]2)[cH:15][cH:16][cH:17][cH:18][cH:44]1>>[Br:3][c:4]1[cH:5][cH:6][c:7]([CH2:8][CH2:9][O:10][C:20](=[O:19])[NH:21][c:22]2[cH:23][c:24]([CH2:34][N:35]([CH3:36])[C:37](=[O:38])[O:39][C:40]([CH3:41])([CH3:42])[CH3:43])[c:25]([S:28](=[O:29])(=[O:30])[CH:31]([CH3:32])[CH3:33])[cH:26][cH:27]2)[cH:11][cH:12]1. Reactants: C1CCOC1, Cl, COC(=O)c1cccc(C(=O)NCc2ccc(F)c(-c3cccc(CO)c3)c2)c1, [Li+], [OH-], O. Yields the product O=C(O)c1cccc(C(=O)NCc2ccc(F)c(-c3cccc(CO)c3)c2)c1. Reaction SMILES: [CH2:32]1[O:33][CH2:34][CH2:35][CH2:36]1.[ClH:37].[F:1][c:2]1[cH:3][cH:4][c:5]([CH2:16][NH:17][C:18](=[O:19])[c:20]2[cH:21][c:22]([C:23](=[O:24])[O:25][CH3:26])[cH:27][cH:28][cH:29]2)[cH:6][c:7]1-[c:8]1[cH:9][c:10]([CH2:14][OH:15])[cH:11][cH:12][cH:13]1.[Li+:30].[OH-:31].[OH2:38]>>[F:1][c:2]1[cH:3][cH:4][c:5]([CH2:16][NH:17][C:18](=[O:19])[c:20]2[cH:21][c:22]([C:23](=[O:24])[OH:25])[cH:27][cH:28][cH:29]2)[cH:6][c:7]1-[c:8]1[cH:9][c:10]([CH2:14][OH:15])[cH:11][cH:12][cH:13]1.